From a dataset of the Open Reaction Database (ORD), a public repository of structured organic reaction records. describe an organic reaction: reactants, conditions, products, and yield Starting materials: C(C)(C)(C)C=1C=C(C=C(C1O)C(C)(C)C)CCC(=O)O (3-(3,5-di-tert-butyl-4-hydroxyphenyl)propionic acid), C(CCCCCCCCCCCCCCCCC)(=O)O (Stearic acid), NCCCO (3-aminopropanol), C[O-].[Na+] (sodium methoxide), OCCCNC(CCCCCCCCCCCCCCCCC)=O (N-(3-hydroxypropyl)stearamide). Reagents/catalysts: CCCC[O-].CCCC[O-].CCCC[O-].CCCC[O-].[Ti+4] (Tyzor TBT). The solvent is C=1(C(=CC=CC1)C)C (xylene), O (water), C=1(C(=CC=CC1)C)C (xylene), CCCCCC (hexane). Product: C(C)(C)(C)C=1C=C(C=C(C1O)C(C)(C)C)CCC(=O)OCCCNC(CCCCCCCCCCCCCCCCC)=O (3-stearamidopropyl 3(3,5-di-tert-butyl-4-hydroxyphenyl)propionate). As a reaction SMILES: C(O)(=O)CCCCCCCCCCCCCCCCC.NCCCO.C[O-].[Na+].[OH:29][CH2:30][CH2:31][CH2:32][NH:33][C:34](=[O:52])[CH2:35][CH2:36][CH2:37][CH2:38][CH2:39][CH2:40][CH2:41][CH2:42][CH2:43][CH2:44][CH2:45][CH2:46][CH2:47][CH2:48][CH2:49][CH2:50][CH3:51].[C:53]([C:57]1[CH:58]=[C:59]([CH2:68][CH2:69][C:70](O)=[O:71])[CH:60]=[C:61]([C:64]([CH3:67])([CH3:66])[CH3:65])[C:62]=1[OH:63])([CH3:56])([CH3:55])[CH3:54]>CCCC[O-].CCCC[O-].CCCC[O-].CCCC[O-].[Ti+4].C1(C)C(C)=CC=CC=1.CCCCCC.O>[C:64]([C:61]1[CH:60]=[C:59]([CH2:68][CH2:69][C:70]([O:29][CH2:30][CH2:31][CH2:32][NH:33][C:34](=[O:52])[CH2:35][CH2:36][CH2:37][CH2:38][CH2:39][CH2:40][CH2:41][CH2:42][CH2:43][CH2:44][CH2:45][CH2:46][CH2:47][CH2:48][CH2:49][CH2:50][CH3:51])=[O:71])[CH:58]=[C:57]([C:53]([CH3:55])([CH3:54])[CH3:56])[C:62]=1[OH:63])([CH3:67])([CH3:65])[CH3:66] |f:2.3,6.7.8.9.10|. Procedure: Stearic acid (56.8 g; 0.2 mole) was added to a hot (80° C.) mixture of 30 g (0.4 mole) 3-aminopropanol, 100 ml xylene and 0.5 g sodium methoxide. The mixture was heated at reflux for two hours with removal of water and was then poured into hexane, in which N-(3-hydroxypropyl)stearamide crystallized and was obtained by filtration; it melted at 83°-89° C. After the product was recrystallized from acetone, melting point rose to 94°-96° C. A 34.1 g (0.1 mole) portion of this intermediate was heated ... The reactants are ClC1=C(C(=NC=C1)CC)C#CC=1C=CC(=NC1)N (5-(4-Chloro-2-ethyl-pyridin-3-ylethynyl)-pyridin-2-ylamine), [O-]P(=O)([O-])[O-].[K+].[K+].[K+] (K3PO4), ClC=1C=C(C=CC1C(=O)OC)B(O)O (3-chloro-4-methoxycarbonylphenyl boronic acid), CC(C)C1=CC(=C(C(=C1)C(C)C)C2=C(C=CC=C2)P(C3CCCCC3)C4CCCCC4)C(C)C (X-Phos). The reagents and catalysts are C=1C=CC(=CC1)/C=C/C(=O)/C=C/C2=CC=CC=C2.C=1C=CC(=CC1)/C=C/C(=O)/C=C/C2=CC=CC=C2.C=1C=CC(=CC1)/C=C/C(=O)/C=C/C2=CC=CC=C2.[Pd].[Pd] (Pd2(dba)3). Run in COCCOC (DME), O (water). Product: COC(C1=C(C=C(C=C1)C1=C(C(=NC=C1)CC)C#CC=1C=NC(=CC1)N)Cl)=O (4-[3-(6-Amino-pyridin-3-ylethynyl)-2-ethyl-pyridin-4-yl]-2-chloro-benzoic acid methyl ester). RXN SMILES: Cl[C:2]1[CH:7]=[CH:6][N:5]=[C:4]([CH2:8][CH3:9])[C:3]=1[C:10]#[C:11][C:12]1[CH:13]=[CH:14][C:15]([NH2:18])=[N:16][CH:17]=1.[Cl:19][C:20]1[CH:21]=[C:22](B(O)O)[CH:23]=[CH:24][C:25]=1[C:26]([O:28][CH3:29])=[O:27].CC(C1C=C(C(C)C)C(C2C=CC=CC=2P(C2CCCCC2)C2CCCCC2)=C(C(C)C)C=1)C.[O-]P([O-])([O-])=O.[K+].[K+].[K+]>COCCOC.O.C1C=CC(/C=C/C(/C=C/C2C=CC=CC=2)=O)=CC=1.C1C=CC(/C=C/C(/C=C/C2C=CC=CC=2)=O)=CC=1.C1C=CC(/C=C/C(/C=C/C2C=CC=CC=2)=O)=CC=1.[Pd].[Pd]>[CH3:29][O:28][C:26](=[O:27])[C:25]1[CH:24]=[CH:23][C:22]([C:2]2[CH:7]=[CH:6][N:5]=[C:4]([CH2:8][CH3:9])[C:3]=2[C:10]#[C:11][C:12]2[CH:17]=[N:16][C:15]([NH2:18])=[CH:14][CH:13]=2)=[CH:21][C:20]=1[Cl:19] |f:3.4.5.6,9.10.11.12.13|. Procedure details: The title compound is synthesized according to general procedure GP3 starting from 2.0 g (7.8 mmol) 5-(4-Chloro-2-ethyl-pyridin-3-ylethynyl)-pyridin-2-ylamine (A-30) using 2.5 g (11.6 mmol) 3-chloro-4-methoxycarbonylphenyl boronic acid, 335 mg (0.39 mmol) Pd2(dba)3, 555 mg (1.2 mmol) X-Phos and 2.7 g (11.6 mmol) K3PO4 in a mixture of 100 mL DME and 20 mL water. The reaction mixture is stiffed under reflux for 4 days. The DME is removed under reduced pressure and the aqueous is extracted with eth... Reactants: CN(C)C=O, [Cl-], CSc1nsc(Cl)n1, [H-], [NH4+], [Na+], OCc1cccnc1. Product: CSc1nsc(Cc2cccnc2)n1. As a reaction SMILES: [CH3:21][N:22]([CH3:23])[CH:24]=[O:25].[Cl-:19].[Cl:1][c:2]1[n:3][c:4]([S:7][CH3:8])[n:5][s:6]1.[H-:17].[NH4+:20].[Na+:18].[n:9]1[cH:10][c:11]([CH2:15][OH:16])[cH:12][cH:13][cH:14]1>>[c:2]1([CH2:15][c:11]2[cH:10][n:9][cH:14][cH:13][cH:12]2)[n:3][c:4]([S:7][CH3:8])[n:5][s:6]1. Conditions: time 30 minute. Yields the product C(C)(=O)N1CCC(CC1)N1C(NC2=C1C=CC=C2)=O (1-(1-Acetyl-piperidin-4-yl)-1,3-dihydro-benzimidazol-2-one). The reactants are N1CCC(CC1)N1C(NC2=C1C=CC=C2)=O (1-piperidin-4-yl-1,3-dihydro-benzimidazol-2-one), C(C)(=O)OC(C)=O (acetic anhydride). Procedure details: 1-piperidin-4-yl-1,3-dihydro-benzimidazol-2-one (0.2 g, 0.9 mmol) and acetic anhydride (0.2 ml, 2 mmol) was dissolved in acetic acid (5 ml) and stirred at room temperature for 30 minutes, then added water (10 ml) and evaporated to and oil. This was crystallized from ethanol (96%). Yield 0.18 g (0.7 mmol, 77 %). M.p. 212-214° C. Run in C(C)(=O)O (acetic acid). RXN SMILES: [NH:1]1[CH2:6][CH2:5][CH:4]([N:7]2[C:11]3[CH:12]=[CH:13][CH:14]=[CH:15][C:10]=3[NH:9][C:8]2=[O:16])[CH2:3][CH2:2]1.[C:17](OC(=O)C)(=[O:19])[CH3:18]>C(O)(=O)C>[C:17]([N:1]1[CH2:2][CH2:3][CH:4]([N:7]2[C:11]3[CH:12]=[CH:13][CH:14]=[CH:15][C:10]=3[NH:9][C:8]2=[O:16])[CH2:5][CH2:6]1)(=[O:19])[CH3:18]. Starting materials: NC=1C(=C2CC(CC2=CC1Br)NC(C)=O)[N+](=O)[O-] (N-(5-amino-6-bromo-4-nitro-indan-2-yl)acetamide), C(C)(=O)[O-].[Na+] (sodium acetate), CO (methanol). The reagents and catalysts are [Pd] (palladium on carbon). Reaction conditions: temperature 80 celsius, time 18 hour. Yields the product O=C1C(NC=2C=CC3=C(C2N1)CC(C3)NC(C)=O)=O (N-(2,3-dioxo-2,3,4,7,8,9-hexahydro-1H-cyclopenta[f]quinoxalin-8-yl)-acetamide). Yield: 36.0%. As a reaction SMILES: [NH2:1][C:2]1[C:3]([N+:16]([O-])=O)=[C:4]2[C:8](=[CH:9][C:10]=1Br)[CH2:7][CH:6]([NH:12][C:13](=[O:15])[CH3:14])[CH2:5]2.[C:19]([O-:22])(=O)[CH3:20].[Na+].C[OH:25]>[Pd]>[O:25]=[C:20]1[NH:16][C:3]2[C:4]3[CH2:5][CH:6]([NH:12][C:13](=[O:15])[CH3:14])[CH2:7][C:8]=3[CH:9]=[CH:10][C:2]=2[NH:1][C:19]1=[O:22] |f:1.2|. Procedure details: A mixture of N-(5-amino-6-bromo-4-nitro-indan-2-yl)acetamide (0.5 g, 1.6 mmol), 5% palladium on carbon (0.2 g) and sodium acetate (0.16 g) in methanol (75 mL) was placed on a Parr hydrogenation apparatus under a hydrogen atmosphere (51 psi) and shaken for 18 h. After removing the catalyst by filtration, the solvent was evaporated and the residue was suspended in 2N HCl, treated with oxalic acid (0.5 g) and then heated at 80° C. for 4 h. The water was evaporated and the residue dissolved in satur... Starting materials: hydrochloride salt, CC1=CC=C(C=C1)S(=O)(=O)OCC1OC2=C(C1)C=C(C=C2C2=C(C=CC(=C2)C)C)F ((±)-[7-(2,5-dimethylphenyl)-5-fluoro-2,3-dihydro-1-benzofuran-2-yl]methyl 4-methylbenzenesulfonate), CN (methylamine). Yields the product CC1=C(C=C(C=C1)C)C1=CC(=CC=2CC(OC21)CNC)F ((±)-{[7-(2,5-dimethylphenyl)-5-fluoro-2,3-dihydro-1-benzofuran-2-yl]methyl}methylamine). As a reaction SMILES: CC1C=CC(S(O[CH2:12][CH:13]2[CH2:17][C:16]3[CH:18]=[C:19]([F:30])[CH:20]=[C:21]([C:22]4[CH:27]=[C:26]([CH3:28])[CH:25]=[CH:24][C:23]=4[CH3:29])[C:15]=3[O:14]2)(=O)=O)=CC=1.[CH3:31][NH2:32]>>[CH3:29][C:23]1[CH:24]=[CH:25][C:26]([CH3:28])=[CH:27][C:22]=1[C:21]1[C:15]2[O:14][CH:13]([CH2:12][NH:32][CH3:31])[CH2:17][C:16]=2[CH:18]=[C:19]([F:30])[CH:20]=1. Procedure details: The title compound was prepared (0.76 g, 48%) following the general procedure of Example 390 as a white solid, hydrochloride salt from (±)-[7-(2,5-dimethylphenyl)-5-fluoro-2,3-dihydro-1-benzofuran-2-yl]methyl 4-methylbenzenesulfonate (0.21 g, 0.49 mmol) and methylamine (0.152 g, 4.9 mmol). mp 186-188° C. Reactants: N1(CCOCC1)C=1C=C(C(C=O)=CC1)O (4-(4-morpholinyl)-salicylaldehyde), C(C)[Mg]Br (ethylmagnesium bromide), product. Yields the product OC1=C(C=CC(=C1)N1CCOCC1)C(CC)=O (1-(2-Hydroxy-4-morpholin-4-yl-phenyl)-propan-1-one). RXN SMILES: [N:1]1([C:7]2[CH:8]=[C:9]([OH:15])[C:10](=[CH:13][CH:14]=2)[CH:11]=[O:12])[CH2:6][CH2:5][O:4][CH2:3][CH2:2]1.[CH2:16]([Mg]Br)[CH3:17]>>[OH:15][C:9]1[CH:8]=[C:7]([N:1]2[CH2:2][CH2:3][O:4][CH2:5][CH2:6]2)[CH:14]=[CH:13][C:10]=1[C:11](=[O:12])[CH2:16][CH3:17]. Procedure details: Following the procedure for preparing Example 34, 4-(4-morpholinyl)-salicylaldehyde (1.0 g, 5 mmol) and ethylmagnesium bromide (1.0 M solution in tetrahydrofuran, 11 mL, 11 mmol) were converted to the product (208 mg, 18%). Yield: 4.7%. Reaction SMILES: [CH:1]1[CH2:5][CH:4]=[CH:3][CH:2]=1.[CH2:6]1[CH:10]2[CH:11]3[CH:15]=[CH:14][CH:13]([CH:9]2[CH:8]=[CH:7]1)[CH2:12]3>>[CH2:6]1[CH:10]2[CH:11]3[CH:15]=[CH:14][CH:13]([CH:9]2[CH:8]=[CH:7]1)[CH2:12]3.[CH2:7]=[CH:8][C:9](=[CH2:10])[CH3:13].[CH:5]1[CH2:4][CH:3]=[CH:2][CH:1]=1.[CH:5]1[CH2:4][CH:3]=[CH:2][CH:1]=1 |f:3.4|. Starting materials: C1C=CC2C1C3CC2C=C3 (dicyclopentadiene), C1=CC=CC1 (cyclopentadiene). Procedure details: A C5 fraction obtained from a naphtha cracking was heated at a temperature of 160° C. for 5 hours, whereby cyclopentadiene contained therein was converted into dicyclopentadiene. Then, the resultant mixture was distilled to strip a light fraction. Thus, a crude dicyclopentadiene containing 14.0% of a C5 fraction, 2.6% of benzene, 69.1% of dicyclopentadiene, 7.3% of a isoprene-cyclopentadiene codimer, 4.7% of a cyclopentadiene oligomer (i.e., a trimer or more) and 2.3% of unknown components was o... Yields the product C1C=CC2C1C3CC2C=C3 (dicyclopentadiene), C=CC(C)=C.C1=CC=CC1 (isoprene cyclopentadiene), C1=CC=CC1 (cyclopentadiene). Conditions: temperature 160 celsius. Reactants: C1(=CC=CC=C1)S(=O)(=O)Cl (phenyl sulfonyl chloride), C(C)OC(=O)N1CCC2=C(CC1)C=CS2 (4,5,7,8-Tetrahydro-thieno[2,3-d]azepine-6-carboxylic acid ethyl ester), [Al+3].[Cl-].[Cl-].[Cl-] (AlCl3). The solvent is ClCCCl (DCE). Run at temperature 80 celsius. Product: C1(=CC=CC=C1)S(=O)(=O)C1=CC2=C(CCNCC2)S1 (2-Benzenesulfonyl-5,6,7,8-tetrahydro-4H-thieno[2,3-d]azepine). Reaction SMILES: C(OC([N:6]1[CH2:12][CH2:11][C:10]2[CH:13]=[CH:14][S:15][C:9]=2[CH2:8][CH2:7]1)=O)C.[C:16]1([S:22](Cl)(=[O:24])=[O:23])[CH:21]=[CH:20][CH:19]=[CH:18][CH:17]=1.[Al+3].[Cl-].[Cl-].[Cl-]>ClCCCl>[C:16]1([S:22]([C:14]2[S:15][C:9]3[CH2:8][CH2:7][NH:6][CH2:12][CH2:11][C:10]=3[CH:13]=2)(=[O:24])=[O:23])[CH:21]=[CH:20][CH:19]=[CH:18][CH:17]=1 |f:2.3.4.5|. Procedure details: The product of Example 1, step (d) (75 mg, 0.33 mmol) was dissolved in 2 mL DCE and treated with phenyl sulfonyl chloride (83 uL, 0.66 mmol) followed by AlCl3 (88 mg, 0.66 mmol). After heating to 80° C. for ½ hour, the reaction was cooled and quenched carefully with 1M NaOH. The product was extracted into DCM (2×). The organic extracts were concentrated and the residue was dissolved in 3 mL each EtOH and 40% aqueous KOH. The reaction was heated to 100° C. for 14 hours, cooled, and diluted with w... Yield: 115.5%. The solvent is C(Cl)Cl.CN(C=O)C (methylene chloride dimethyl formamide). Conditions: time 15 minute. The reactants are N[C@H](CC1=CC2=CC=CC=C2C=C1)C=1SC(=C(N1)C(=O)N)C1=CC=CC=C1 (2-((1R)-1-amino-2-(2-naphthyl)ethyl)-5-phenyl-1,3-thiazole-4-carboxylic acid amide), ON1N=NC2=C1C=CC=C2 (1-Hydroxybenzotriazole), Cl.CN(CCCN=C=NCC)C (N-(3-dimethylaminopropyl)-N'-ethylcarbodiimide hydrochloride), C(C)(C)(C)OC(=O)N[C@@H](C(=O)O)CC1=CC2=CC=CC=C2C=C1 ((2R)-2-tert-Butoxycarbonylamino-3-(2-naphthyl)propionic acid). Product: C(C)(C)(C)OC(N[C@H](CC1=CC2=CC=CC=C2C=C1)C(N[C@H](CC1=CC2=CC=CC=C2C=C1)C=1SC(=C(N1)C(N)=O)C1=CC=CC=C1)=O)=O (((1R)-1-((1R)-1-(4-carbamoyl-5-phenyl-1,3-thiazole-2-yl)-2-(2-naphthyl)ethylcarbamoyl)-2-(2-naphthyl)ethyl)carbamic acid tert-butyl ester). Reaction SMILES: [C:1]([O:5][C:6]([NH:8][C@H:9]([CH2:13][C:14]1[CH:23]=[CH:22][C:21]2[C:16](=[CH:17][CH:18]=[CH:19][CH:20]=2)[CH:15]=1)[C:10]([OH:12])=O)=[O:7])([CH3:4])([CH3:3])[CH3:2].ON1C2C=CC=CC=2N=N1.Cl.CN(C)CCCN=C=NCC.[NH2:46][C@@H:47]([C:59]1[S:60][C:61]([C:67]2[CH:72]=[CH:71][CH:70]=[CH:69][CH:68]=2)=[C:62]([C:64]([NH2:66])=[O:65])[N:63]=1)[CH2:48][C:49]1[CH:58]=[CH:57][C:56]2[C:51](=[CH:52][CH:53]=[CH:54][CH:55]=2)[CH:50]=1>C(Cl)Cl.CN(C)C=O>[C:1]([O:5][C:6](=[O:7])[NH:8][C@@H:9]([C:10](=[O:12])[NH:46][C@@H:47]([C:59]1[S:60][C:61]([C:67]2[CH:68]=[CH:69][CH:70]=[CH:71][CH:72]=2)=[C:62]([C:64](=[O:65])[NH2:66])[N:63]=1)[CH2:48][C:49]1[CH:58]=[CH:57][C:56]2[C:51](=[CH:52][CH:53]=[CH:54][CH:55]=2)[CH:50]=1)[CH2:13][C:14]1[CH:23]=[CH:22][C:21]2[C:16](=[CH:17][CH:18]=[CH:19][CH:20]=2)[CH:15]=1)([CH3:3])([CH3:4])[CH3:2] |f:2.3,5.6|. Procedure: (2R)-2-tert-Butoxycarbonylamino-3-(2-naphthyl)propionic acid (0.107 g; 0.341 mmol) was dissolved in methylene chloride/dimethyl formamide (5:1; 20 ml). 1-Hydroxybenzotriazole (0.046 g; 0.341 mmol) and N-(3-dimethylaminopropyl)-N'-ethylcarbodiimide hydrochloride (0.071 g; 0.369 mmol) were added. The reaction mixture was stirred 15 min at room temperature and 2-((1R)-1-amino-2-(2-naphthyl)ethyl)-5-phenyl-1,3-thiazole-4-carboxylic acid amide (0.106 g; 0.284 mmol) was added. The reaction mixture was...